The task is: describe an organic reaction: reactants, conditions, products, and yield. This data is from the Open Reaction Database (ORD), a public repository of structured organic reaction records. Starting materials: C(C)C1=C(C(=CC(=C1)C)CC)B(O)O (2,6-diethyl-4-methylphenylboronic acid), O.[OH-].[Li+] (lithium hydroxide monohydrate), COCCOC (1,2-dimethoxyethane). Reagents/catalysts: [Br-].C(CCC)[N+](CCCC)(CCCC)CCCC (tetrabutylammonium bromide), C(C)(=O)[O-].[Pd+2].C(C)(=O)[O-] (palladium acetate). Run in O (water). Reaction conditions: temperature 50 celsius. Product: C(C)C1=C(C(=CC(=C1)C)CC)C1C(CC(CC1=O)C1COCC1)=O (2-(2,6-diethyl-4-methylphenyl)-5-(tetrahydrofuran-3-yl)cyclohexane-1,3-dione). Reaction SMILES: [CH2:1]([C:3]1[CH:8]=[C:7]([CH3:9])[CH:6]=[C:5]([CH2:10][CH3:11])[C:4]=1B(O)O)[CH3:2].[OH2:15].[OH-:16].[Li+].CO[CH2:20][CH2:21][O:22][CH3:23]>[Br-].C([N+](CCCC)(CCCC)CCCC)CCC.C([O-])(=O)C.[Pd+2].C([O-])(=O)C.O>[CH2:1]([C:3]1[CH:8]=[C:7]([CH3:9])[CH:6]=[C:5]([CH2:10][CH3:11])[C:4]=1[CH:6]1[C:7](=[O:15])[CH2:8][CH:3]([CH:1]2[CH2:20][CH2:21][O:22][CH2:23]2)[CH2:4][C:5]1=[O:16])[CH3:2] |f:1.2.3,5.6,7.8.9|. Procedure: A portion of the ylide (0.85 g, 2.21 mmol), 2,6-diethyl-4-methylphenylboronic acid (0.467 g, 2.43 mmol), palladium acetate (0.025 g, 0.11 mmol), tetrabutylammonium bromide (0.734 g, 2.21 mmol) and lithium hydroxide monohydrate (0.278 g, 6.63 mmol) are added to a mixture of 1,2-dimethoxyethane (24 ml) and water (6 ml) and the mixture is heated at 50° C. for 5¾ hours. The mixture is cooled to room temperature, filtered through diatomaceous earth to remove the catalyst, and the filtrate is partitio... Reactants: C(CCC)C1=CC=C(C=C1)C#CC1=CC=C(CN(C=2C=CC(=C(C(=O)OC)C2)O)CCCCCC)C=C1 (methyl 5-[{4-[(4-butylphenyl)ethynyl]benzyl}(hexyl)amino]-2-hydroxybenzoate), [OH-].[Na+] (NaOH), Cl (HCl). Run in CO (MeOH), O (water). Conditions: time 8 hour. The product is C(CCC)C1=CC=C(C=C1)C#CC1=CC=C(CN(C=2C=CC(=C(C(=O)O)C2)O)CCCCCC)C=C1 (5-[{4-[(4-butylphenyl)ethynyl]benzyl}(hexyl)amino]-2-hydroxybenzoic acid). As a reaction SMILES: [CH2:1]([C:5]1[CH:10]=[CH:9][C:8]([C:11]#[C:12][C:13]2[CH:37]=[CH:36][C:16]([CH2:17][N:18]([CH2:30][CH2:31][CH2:32][CH2:33][CH2:34][CH3:35])[C:19]3[CH:20]=[CH:21][C:22]([OH:29])=[C:23]([CH:28]=3)[C:24]([O:26]C)=[O:25])=[CH:15][CH:14]=2)=[CH:7][CH:6]=1)[CH2:2][CH2:3][CH3:4].[OH-].[Na+].Cl>CO.O>[CH2:1]([C:5]1[CH:6]=[CH:7][C:8]([C:11]#[C:12][C:13]2[CH:37]=[CH:36][C:16]([CH2:17][N:18]([CH2:30][CH2:31][CH2:32][CH2:33][CH2:34][CH3:35])[C:19]3[CH:20]=[CH:21][C:22]([OH:29])=[C:23]([CH:28]=3)[C:24]([OH:26])=[O:25])=[CH:15][CH:14]=2)=[CH:9][CH:10]=1)[CH2:2][CH2:3][CH3:4] |f:1.2|. Procedure: To a solution of methyl 5-[{4-[(4-butylphenyl)ethynyl]benzyl}(hexyl)amino]-2-hydroxybenzoate in MeOH (400 mL) and water (40 mL) was added an aqueous solution of NaOH (6.0 mL, 5N). The reaction mixture was sired at 60° C. overnight. Then an aqueous solution of HCl (10 mL, 5N) was added and the solvents were removed under reduced pressure. The residue was taken up in water and extracted with Et2O (3×). The combined organic layers were dried over MgSO4 and the solvent was removed under reduced pres... Reactants: CCCCCCCC(=O)NC(C)c1ccccc1, C=CCBr, Cc1ccccc1, Cl, [H-], [Na+]. The product is C=CCN(C(=O)CCCCCCC)C(C)c1ccccc1. As a reaction SMILES: [C:1]([CH2:2][CH2:3][CH2:4][CH2:5][CH2:6][CH2:7][CH3:8])(=[O:9])[NH:10][CH:11]([CH3:12])[c:13]1[cH:14][cH:15][cH:16][cH:17][cH:18]1.[CH2:19]([CH:20]=[CH2:21])[Br:22].[CH3:26][c:27]1[cH:28][cH:29][cH:30][cH:31][cH:32]1.[ClH:25].[H-:23].[Na+:24]>>[C:1]([CH2:2][CH2:3][CH2:4][CH2:5][CH2:6][CH2:7][CH3:8])(=[O:9])[N:10]([CH:11]([CH3:12])[c:13]1[cH:14][cH:15][cH:16][cH:17][cH:18]1)[CH2:21][CH:20]=[CH2:19]. Reactants: BrCc1ccccc1, N#Cc1ccc(C(=O)O)cc1Br, O=C([O-])[O-], CC(C)=O, CCOC(C)=O, [Cs+], [Cs+], O. The product is N#Cc1ccc(C(=O)OCc2ccccc2)cc1Br. RXN SMILES: [Br:19][CH2:20][c:21]1[cH:22][cH:23][cH:24][cH:25][cH:26]1.[Br:1][c:2]1[cH:3][c:4]([C:5](=[O:6])[OH:7])[cH:8][cH:9][c:10]1[C:11]#[N:12].[C:13](=[O:14])([O-:15])[O-:16].[CH3:28][C:29](=[O:30])[CH3:31].[CH3:32][CH2:33][O:34][C:35](=[O:36])[CH3:37].[Cs+:17].[Cs+:18].[OH2:27]>>[Br:1][c:2]1[cH:3][c:4]([C:5](=[O:6])[O:7][CH2:20][c:21]2[cH:22][cH:23][cH:24][cH:25][cH:26]2)[cH:8][cH:9][c:10]1[C:11]#[N:12]. The reactants are CC(C)(C)OC(=O)N1CCC(Cc2cc(-c3ccc4cn(Cc5ccccc5)nc4c3)c3c(N)ncnn23)C1, ClCCl, O=C(O)C(F)(F)F. The product is Nc1ncnn2c(CC3CCNC3)cc(-c3ccc4cn(Cc5ccccc5)nc4c3)c12. RXN SMILES: [C:1]([O:2][C:3](=[O:4])[N:8]1[CH2:9][CH:10]([CH2:13][c:14]2[cH:15][c:16](-[c:24]3[cH:25][cH:26][c:27]4[cH:28][n:29]([CH2:33][c:34]5[cH:35][cH:36][cH:37][cH:38][cH:39]5)[n:30][c:31]4[cH:32]3)[c:17]3[c:18]([NH2:23])[n:19][cH:20][n:21][n:22]23)[CH2:11][CH2:12]1)([CH3:5])([CH3:6])[CH3:7].[Cl:47][CH2:48][Cl:49].[F:40][C:41]([F:42])([F:43])[C:44]([OH:45])=[O:46]>>[NH:8]1[CH2:9][CH:10]([CH2:13][c:14]2[cH:15][c:16](-[c:24]3[cH:25][cH:26][c:27]4[cH:28][n:29]([CH2:33][c:34]5[cH:35][cH:36][cH:37][cH:38][cH:39]5)[n:30][c:31]4[cH:32]3)[c:17]3[c:18]([NH2:23])[n:19][cH:20][n:21][n:22]23)[CH2:11][CH2:12]1. Yields the product CCC(CC)(CO)CSC#N. Reaction SMILES: [Br:1][CH2:2][C:3]([CH2:4][OH:5])([CH2:6][CH3:7])[CH2:8][CH3:9].[CH3:14][N:15]([CH3:16])[CH:17]=[O:18].[CH3:19][CH2:20][O:21][CH2:22][CH3:23].[K+:10].[OH2:24].[S-:11][C:12]#[N:13]>>[CH2:2]([C:3]([CH2:4][OH:5])([CH2:6][CH3:7])[CH2:8][CH3:9])[S:11][C:12]#[N:13]. The reactants are CCC(CC)(CO)CBr, CN(C)C=O, CCOCC, [K+], O, N#C[S-]. Starting materials: ( d ), NCC1=CC=C(C=C1)C1C(CN(CC1)C(=O)OC(C)(C)C)OCC1=CC2=CC=CC=C2C=C1 (tert-butyl (3RS,4RS)-4-(4-aminomethyl-phenyl)-3-(naphthalen-2-ylmethoxy)-piperidine-1-carboxylate), C1(=CC=CC=C1)CC(=O)Cl (phenylacetyl chloride). The product is C1=C(C=CC2=CC=CC=C12)COC1CN(CCC1C1=CC=C(C=C1)CNC(CC1=CC=CC=C1)=O)C(=O)OC(C)(C)C (tert-butyl (3RS,4RS)-3-(naphthalen-2-ylmethoxy)-4-[4-(phenylacetylamino-methyl)-phenyl]-piperidine-1-carboxylate). RXN SMILES: [NH2:1][CH2:2][C:3]1[CH:8]=[CH:7][C:6]([CH:9]2[CH2:14][CH2:13][N:12]([C:15]([O:17][C:18]([CH3:21])([CH3:20])[CH3:19])=[O:16])[CH2:11][CH:10]2[O:22][CH2:23][C:24]2[CH:33]=[CH:32][C:31]3[C:26](=[CH:27][CH:28]=[CH:29][CH:30]=3)[CH:25]=2)=[CH:5][CH:4]=1.[C:34]1([CH2:40][C:41](Cl)=[O:42])[CH:39]=[CH:38][CH:37]=[CH:36][CH:35]=1>>[CH:25]1[C:26]2[C:31](=[CH:30][CH:29]=[CH:28][CH:27]=2)[CH:32]=[CH:33][C:24]=1[CH2:23][O:22][CH:10]1[CH:9]([C:6]2[CH:7]=[CH:8][C:3]([CH2:2][NH:1][C:41](=[O:42])[CH2:40][C:34]3[CH:39]=[CH:38][CH:37]=[CH:36][CH:35]=3)=[CH:4][CH:5]=2)[CH2:14][CH2:13][N:12]([C:15]([O:17][C:18]([CH3:21])([CH3:19])[CH3:20])=[O:16])[CH2:11]1. Procedure details: In an analogous manner to the procedure described under (d), from tert-butyl (3RS,4RS)-4-(4-aminomethyl-phenyl)-3-(naphthalen-2-ylmethoxy)-piperidine-1-carboxylate by acylation with phenylacetyl chloride there was obtained crude tert-butyl (3RS,4RS)-3-(naphthalen-2-ylmethoxy)-4-[4-(phenylacetylamino-methyl)-phenyl]-piperidine-1-carboxylate, which was used in the following step without further purification and characterization. The reactants are ClC=1C(=NC2=CC=CC=C2N1)N (3-chloroquinoxalin-2-amine), NC(CC)CC (3-aminopentane). Reaction conditions: temperature 120 celsius. The product is EtOAc Hexanes, CCC(CC)NC1=NC2=CC=CC=C2N=C1N (N2-(pentan-3-yl)quinoxaline-2,3-diamine). Isolated yield 78.0%. As a reaction SMILES: Cl[C:2]1[C:3]([NH2:12])=[N:4][C:5]2[C:10]([N:11]=1)=[CH:9][CH:8]=[CH:7][CH:6]=2.[NH2:13][CH:14]([CH2:17][CH3:18])[CH2:15][CH3:16]>>[CH3:16][CH2:15][CH:14]([NH:13][C:2]1[C:3]([NH2:12])=[N:4][C:5]2[C:10](=[CH:9][CH:8]=[CH:7][CH:6]=2)[N:11]=1)[CH2:17][CH3:18]. Procedure details: A thick-walled microwave bottle equipped with a stirbar was charged with 3-chloroquinoxalin-2-amine (1.0 equiv) and 20 volume equivalents of 3-aminopentane. The bottle was fitted with a septum and cap and heated to 120° C. in a microwave for 30 min. The resulting solution was concentrated in vacuo. Flash chromatography (20%-60% EtOAc/Hexanes) provided the title compound (78%) as a yellow solid. LCMS m/z (APCI)=231.1 (M+H).